Dataset: the Open Reaction Database (ORD), a public repository of structured organic reaction records. Task: describe an organic reaction: reactants, conditions, products, and yield The reactants are ClC1=C(C(=O)NCC[C@@H](C)N2CCC(CC2)NCC2=CSC=C2)C(=CC(=N1)Cl)C (2,6-dichloro-4-methyl-N—((R)-3-{4-[(thiophen-3-ylmethyl)-amino]-piperidin-1-yl}-butyl)-nicotinamide), CCN(C(C)C)C(C)C (DIPEA), C(=O)(O)[O-].[Na+] (NaHCO3), C(C)(=O)OCC(=O)Cl (acetoxyacetyl chloride). Solvent: ClCCCl (1,2-dichloroethane). Conditions: temperature 65 celsius, time 3 hour. Yields the product ClC1=C(C(=O)NCC[C@@H](C)N2CCC(CC2)N(CC2=CSC=C2)C(CO)=O)C(=CC(=N1)Cl)C (2,6-Dichloro-N—((R)-3-{4-[(2-hydroxy-acetyl)-thiophen-3-ylmethyl-amino]-piperidin-1-yl}-butyl)-4-methyl-nicotinamide). Yield: 43.9%. Reaction SMILES: [Cl:1][C:2]1[N:27]=[C:26]([Cl:28])[CH:25]=[C:24]([CH3:29])[C:3]=1[C:4]([NH:6][CH2:7][CH2:8][C@H:9]([N:11]1[CH2:16][CH2:15][CH:14]([NH:17][CH2:18][C:19]2[CH:23]=[CH:22][S:21][CH:20]=2)[CH2:13][CH2:12]1)[CH3:10])=[O:5].CCN(C(C)C)C(C)C.C([O:42][CH2:43][C:44](Cl)=[O:45])(=O)C.C([O-])(O)=O.[Na+]>ClCCCl>[Cl:1][C:2]1[N:27]=[C:26]([Cl:28])[CH:25]=[C:24]([CH3:29])[C:3]=1[C:4]([NH:6][CH2:7][CH2:8][C@H:9]([N:11]1[CH2:16][CH2:15][CH:14]([N:17]([C:43](=[O:42])[CH2:44][OH:45])[CH2:18][C:19]2[CH:23]=[CH:22][S:21][CH:20]=2)[CH2:13][CH2:12]1)[CH3:10])=[O:5] |f:3.4|. Procedure details: To a solution of 2,6-dichloro-4-methyl-N—((R)-3-{4-[(thiophen-3-ylmethyl)-amino]-piperidin-1-yl}-butyl)-nicotinamide (177 mg, 0.39 mmol) in 1,2-dichloroethane (5 ml) was added DIPEA (0.35 ml, 2.01 mmol) followed by acetoxyacetyl chloride (0.1 ml, 0.93 mmol) and the reaction stirred at 65° C. for 3 h. The solution was cooled, treated with saturated aqueous NaHCO3 (25 ml) and extracted with CH2Cl2 (3×15 ml). The combined organic extracts were dried (Na2SO4), filtered, and concentrated. Purificatio... Reactants: ClCCCBr, O=C([O-])[O-], CC1CCCN1Cc1coc(-c2ccc(O)cc2)n1, CC(C)=O, [K+], [K+]. Yields the product CC1CCCN1Cc1coc(-c2ccc(OCCCCl)cc2)n1. RXN SMILES: [Br:1][CH2:2][CH2:3][CH2:4][Cl:5].[C:6](=[O:7])([O-:8])[O-:9].[CH3:12][CH:13]1[N:14]([CH2:18][c:19]2[n:20][c:21](-[c:24]3[cH:25][cH:26][c:27]([OH:30])[cH:28][cH:29]3)[o:22][cH:23]2)[CH2:15][CH2:16][CH2:17]1.[CH3:31][C:32](=[O:33])[CH3:34].[K+:10].[K+:11]>>[CH2:2]([CH2:3][CH2:4][Cl:5])[O:30][c:27]1[cH:26][cH:25][c:24](-[c:21]2[n:20][c:19]([CH2:18][N:14]3[CH:13]([CH3:12])[CH2:17][CH2:16][CH2:15]3)[cH:23][o:22]2)[cH:29][cH:28]1. Reactants: ClC=1C2=C(N=CN1)N(C=C2I)COCC[Si](C)(C)C (4-chloro-5-iodo-7-{[2-(trimethylsilyl)ethoxy]methyl}-7H-pyrrolo[2,3-d]pyrimidine), C(=O)OCC (ethyl formate), C(C)(C)NC(C)C (diisopropylamine), C(CCC)[Li] (n-butyllithium). The solvent is O1CCCC1 (tetrahydrofuran), O1CCCC1 (tetrahydrofuran), O1CCCC1 (tetrahydrofuran). Reaction conditions: temperature 0 celsius, time 1 hour. Product: ClC=1C2=C(N=CN1)N(C(=C2I)C=O)COCC[Si](C)(C)C (4-chloro-5-iodo-7-{[2-(trimethylsilyl)ethoxy]methyl}-7H-pyrrolo[2,3-d]pyrimidine-6-carbaldehyde). RXN SMILES: C(NC(C)C)(C)C.C([Li])CCC.[Cl:13][C:14]1[C:15]2[C:22]([I:23])=[CH:21][N:20]([CH2:24][O:25][CH2:26][CH2:27][Si:28]([CH3:31])([CH3:30])[CH3:29])[C:16]=2[N:17]=[CH:18][N:19]=1.[CH:32](OCC)=[O:33]>O1CCCC1>[Cl:13][C:14]1[C:15]2[C:22]([I:23])=[C:21]([CH:32]=[O:33])[N:20]([CH2:24][O:25][CH2:26][CH2:27][Si:28]([CH3:31])([CH3:30])[CH3:29])[C:16]=2[N:17]=[CH:18][N:19]=1. Procedure: A solution of diisopropylamine (2.9 g, 29 mmol) in tetrahydrofuran (30 mL) was cooled to −78° C. and treated drop-wise with n-butyllithium (2.5 M, 11.6 mL, 29 mmol). The reaction mixture was stirred at 0° C. for 1 hour, and then cooled to −78° C. A solution of 4-chloro-5-iodo-7-{[2-(trimethylsilyl)ethoxy]methyl}-7H-pyrrolo[2,3-d]pyrimidine (C1) (8.0 g, 20 mmol) in tetrahydrofuran (10 mL) was added drop-wise, and stirred was continued at −78° C. for 1 hour. After drop-wise addition of a solution ... The reactants are COC(=O)C=1C=C(C=C(C1)C(N(CCC)C)=O)C1=C(C=CC=C1)F (2′-fluoro-5-(methyl-propylcarbamoyl)-biphenyl-3-carboxylic acid methyl ester), [OH-].[Na+] (NaOH). Run in CO (MeOH), C1CCOC1 (THF). Run at time 3 hour. The product is FC1=C(C=CC=C1)C1=CC(=CC(=C1)C(N(CCC)C)=O)C(=O)O (2′-Fluoro-5-(methyl-propylcarbamoyl)-biphenyl-3-carboxylic acid). Reaction SMILES: C[O:2][C:3]([C:5]1[CH:6]=[C:7]([C:18]2[CH:23]=[CH:22][CH:21]=[CH:20][C:19]=2[F:24])[CH:8]=[C:9]([C:11](=[O:17])[N:12]([CH3:16])[CH2:13][CH2:14][CH3:15])[CH:10]=1)=[O:4].[OH-].[Na+]>CO.C1COCC1>[F:24][C:19]1[CH:20]=[CH:21][CH:22]=[CH:23][C:18]=1[C:7]1[CH:8]=[C:9]([C:11](=[O:17])[N:12]([CH3:16])[CH2:13][CH2:14][CH3:15])[CH:10]=[C:5]([C:3]([OH:4])=[O:2])[CH:6]=1 |f:1.2|. Procedure: Chill a solution of 2′-fluoro-5-(methyl-propylcarbamoyl)-biphenyl-3-carboxylic acid methyl ester (0.297 g, 0.903 mmol) in MeOH (2 mL) and THF (2 mL) in an ice bath. Add 2 N NaOH (1.35 mL, 2.70 mmol) to the mixture and stir at room temperature for 3 h. Acidify the solution to about pH=2 and concentrate to one half of the solvent. Partition the residue between ethyl acetate and H2O and extract the aqueous layer with ethyl acetate (2×15 mL). Wash the combined organic extract with saturated aqueous ... The reactants are ClC1=NC=CC(=C1)F (2-chloro-4-fluoropyridine), Cl.FC1=CC=C(OC2CNC2)C=C1 (3-(4-fluoro-phenoxy)-azetidine hydrochloride), C(C)N(C(C)C)C(C)C (N-ethyl-N-isopropylpropan-2-amine). The solvent is CC(C)O (2-propanol). Run at temperature 84 celsius. The product is ClC1=NC=CC(=C1)N1CC(C1)OC1=CC=C(C=C1)F (2-chloro-4-(3-(4-fluorophenoxy)azetidin-1-yl)pyridine). The yield is 90.3%. As a reaction SMILES: [Cl:1][C:2]1[CH:7]=[C:6](F)[CH:5]=[CH:4][N:3]=1.Cl.[F:10][C:11]1[CH:21]=[CH:20][C:14]([O:15][CH:16]2[CH2:19][NH:18][CH2:17]2)=[CH:13][CH:12]=1.C(N(C(C)C)C(C)C)C>CC(O)C>[Cl:1][C:2]1[CH:7]=[C:6]([N:18]2[CH2:19][CH:16]([O:15][C:14]3[CH:13]=[CH:12][C:11]([F:10])=[CH:21][CH:20]=3)[CH2:17]2)[CH:5]=[CH:4][N:3]=1 |f:1.2|. Procedure: To 2-chloro-4-fluoropyridine (160.0 mg, 1.216 mmol) and 3-(4-fluoro-phenoxy)-azetidine hydrochloride (248 mg, 1.216 mmol) in 2-propanol (3.0 mL) in a disposable sealed tube at RT was added N-ethyl-N-isopropylpropan-2-amine (0.530 mL, 3.04 mmol). The resulting reaction mixture was heated at 84° C. for 18 h, cooled to RT, concentrated, purified using MPLC (5 g cartridge, 12 g column, 0 to 60% EtOAc-hexanes) giving 2-chloro-4-(3-(4-fluorophenoxy)azetidin-1-yl)pyridine (306.1 mg). RXN SMILES: [C:1](#[N:2])[C:3]1([c:6]2[cH:7][c:8]([C:9](=[O:10])[NH:11][c:12]3[cH:13][c:14]([O:18][c:19]4[cH:20][cH:21][c:22]5[n:23]([cH:24]4)[cH:25][c:26]([NH:28][C:29](=[O:30])[C:31]([F:32])([F:33])[F:34])[n:27]5)[cH:15][cH:16][cH:17]3)[cH:35][cH:36][cH:37]2)[CH2:4][CH2:5]1.[CH3:41][CH2:42][OH:43].[Na+:39].[OH-:38].[OH2:40]>>[C:1](#[N:2])[C:3]1([c:6]2[cH:7][c:8]([C:9](=[O:10])[NH:11][c:12]3[cH:13][c:14]([O:18][c:19]4[cH:20][cH:21][c:22]5[n:23]([cH:24]4)[cH:25][c:26]([NH2:28])[n:27]5)[cH:15][cH:16][cH:17]3)[cH:35][cH:36][cH:37]2)[CH2:4][CH2:5]1. Reactants: N#CC1(c2cccc(C(=O)Nc3cccc(Oc4ccc5nc(NC(=O)C(F)(F)F)cn5c4)c3)c2)CC1, CCO, [Na+], [OH-], O. Yields the product N#CC1(c2cccc(C(=O)Nc3cccc(Oc4ccc5nc(N)cn5c4)c3)c2)CC1. Starting materials: CCNC(=O)Nc1nc2cc(Br)cc(-c3cccnc3)c2s1, CCCC[Sn](CCCC)(CCCC)c1ccccn1, CN(C)C=O, c1ccc(P(c2ccccc2)(c2ccccc2)[Pd](P(c2ccccc2)(c2ccccc2)c2ccccc2)(P(c2ccccc2)(c2ccccc2)c2ccccc2)P(c2ccccc2)(c2ccccc2)c2ccccc2)cc1. The product is CCNC(=O)Nc1nc2cc(-c3ccccn3)cc(-c3cccnc3)c2s1. As a reaction SMILES: [Br:1][c:2]1[cH:3][c:4](-[c:17]2[cH:18][n:19][cH:20][cH:21][cH:22]2)[c:5]2[c:6]([n:7][c:8]([NH:10][C:11](=[O:12])[NH:13][CH2:14][CH3:15])[s:9]2)[cH:16]1.[CH2:23]([Sn:24]([CH2:25][CH2:26][CH2:27][CH3:34])([c:28]1[n:29][cH:30][cH:31][cH:32][cH:33]1)[CH2:35][CH2:36][CH2:37][CH3:38])[CH2:39][CH2:40][CH3:41].[O:42]=[CH:43][N:44]([CH3:45])[CH3:46].[cH:47]1[cH:48][cH:49][c:50]([P:51]([Pd:52]([P:53]([c:54]2[cH:55][cH:56][cH:57][cH:58][cH:59]2)([c:60]2[cH:61][cH:62][cH:63][cH:64][cH:65]2)[c:66]2[cH:67][cH:68][cH:69][cH:70][cH:71]2)([P:72]([c:73]2[cH:74][cH:75][cH:76][cH:77][cH:78]2)([c:79]2[cH:80][cH:81][cH:82][cH:83][cH:84]2)[c:85]2[cH:86][cH:87][cH:88][cH:89][cH:90]2)[P:91]([c:92]2[cH:93][cH:94][cH:95][cH:96][cH:97]2)([c:98]2[cH:99][cH:100][cH:101][cH:102][cH:103]2)[c:104]2[cH:105][cH:106][cH:107][cH:108][cH:109]2)([c:110]2[cH:111][cH:112][cH:113][cH:114][cH:115]2)[c:116]2[cH:117][cH:118][cH:119][cH:120][cH:121]2)[cH:122][cH:123]1>>[c:2]1(-[c:28]2[n:29][cH:30][cH:31][cH:32][cH:33]2)[cH:3][c:4](-[c:17]2[cH:18][n:19][cH:20][cH:21][cH:22]2)[c:5]2[c:6]([n:7][c:8]([NH:10][C:11](=[O:12])[NH:13][CH2:14][CH3:15])[s:9]2)[cH:16]1. Reactants: C1(=CC=CC=C1)NN (phenylhydrazine), C1(CCC(=O)O1)=O (succinic anhydride). The solvent is ClCCl (dichloromethane). Reaction conditions: time 16 hour. The product is C1(=CC=CC=C1)NNC(=O)CCC(=O)O (3-(N′-Phenyl-hydrazinocarbonyl)-propionic acid). RXN SMILES: [C:1]1([NH:7][NH2:8])[CH:6]=[CH:5][CH:4]=[CH:3][CH:2]=1.[C:9]1(=[O:15])[O:14][C:12](=[O:13])[CH2:11][CH2:10]1>ClCCl>[C:1]1([NH:7][NH:8][C:9]([CH2:10][CH2:11][C:12]([OH:14])=[O:13])=[O:15])[CH:6]=[CH:5][CH:4]=[CH:3][CH:2]=1. Procedure details: 2.5 g (23 mmol) of phenylhydrazine were dissolved in 30 ml of dichloromethane and 2.3 g (23 mmol) of succinic anhydride were added portionwise. The reaction mixture was stirred at room temperature for 16 h. The precipitated product was isolated by filtration and washed with dichloromethane. Yield: 4.2 g. Reactants: ClC1=C2C=CC=NC2=CC=C1C(C)C1=CN=C2N1N=C(C=C2)C=2C=NN(C2)C2CCNCC2 ((rac)-5-chloro-6-{1-[6-(1-piperidin-4-yl-1H-pyrazol-4-yl)-imidazo[1,2-b]pyridazin-3-yl]-ethyl}-quinoline), aqueous solution, C=O (formaldehyde), C(#N)[BH3-].[Na+] (sodium cyanoborohydride), C(C)(=O)O (acetic acid). The product is ClC1=C2C=CC=NC2=CC=C1C(C)C1=CN=C2N1N=C(C=C2)C=2C=NN(C2)C2CCN(CC2)C (5-Chloro-6-(1-{6-[1-(1-methyl-piperidin-4-yl)-1H-pyrazol-4-yl]-imidazo[1,2-b]pyridazin-3-yl}-ethyl)-quinoline). Conditions: time 2.5 hour. Procedure details: To (rac)-5-chloro-6-{1-[6-(1-piperidin-4-yl-1H-pyrazol-4-yl)-imidazo[1,2-b]pyridazin-3-yl]-ethyl}-quinoline (131 mg, 0.287 mmol), a 37% aqueous solution of formaldehyde (0.107 mL, 1.434 mmol) and 85% sodium cyanoborohydride (106 mg, 1.434 mmol) in MeOH (5 mL) was added acetic acid to adjust pH at 5-6. The RM was stirred at rt for 2.5 h, filtered and purified by preparative HPLC with acetonitrile and water (+0.1% TFA) to yield the title compound as a white foam (tR 2.29 min (conditions 8), MH+=47... The solvent is CO (MeOH). RXN SMILES: [Cl:1][C:2]1[C:11]([CH:12]([C:14]2[N:18]3[N:19]=[C:20]([C:23]4[CH:24]=[N:25][N:26]([CH:28]5[CH2:33][CH2:32][NH:31][CH2:30][CH2:29]5)[CH:27]=4)[CH:21]=[CH:22][C:17]3=[N:16][CH:15]=2)[CH3:13])=[CH:10][CH:9]=[C:8]2[C:3]=1[CH:4]=[CH:5][CH:6]=[N:7]2.C=O.[C:36]([BH3-])#N.[Na+].C(O)(=O)C>CO>[Cl:1][C:2]1[C:11]([CH:12]([C:14]2[N:18]3[N:19]=[C:20]([C:23]4[CH:24]=[N:25][N:26]([CH:28]5[CH2:29][CH2:30][N:31]([CH3:36])[CH2:32][CH2:33]5)[CH:27]=4)[CH:21]=[CH:22][C:17]3=[N:16][CH:15]=2)[CH3:13])=[CH:10][CH:9]=[C:8]2[C:3]=1[CH:4]=[CH:5][CH:6]=[N:7]2 |f:2.3|. Reactants: CC1(Oc2ccc([N+](=O)[O-])cc2)C2CC3CC(C2)CC1C3, CCOC(C)=O. The product is CC1(Oc2ccc(N)cc2)C2CC3CC(C2)CC1C3. RXN SMILES: [CH3:1][C:2]1([O:12][c:13]2[cH:14][cH:15][c:16]([N+:19]([O-:20])=[O:21])[cH:17][cH:18]2)[CH:3]2[CH2:4][CH:5]3[CH2:6][CH:7]([CH2:8][CH:9]1[CH2:10]3)[CH2:11]2.[CH3:22][CH2:23][O:24][C:25](=[O:26])[CH3:27]>>[CH3:1][C:2]1([O:12][c:13]2[cH:14][cH:15][c:16]([NH2:19])[cH:17][cH:18]2)[CH:3]2[CH2:4][CH:5]3[CH2:6][CH:7]([CH2:8][CH:9]1[CH2:10]3)[CH2:11]2.